Dataset: the Open Reaction Database (ORD), a public repository of structured organic reaction records. Task: describe an organic reaction: reactants, conditions, products, and yield Reagents/catalysts: Cl[Ni]1([P](CCC[P](C2=CC=CC=C2)1C3=CC=CC=C3)(C4=CC=CC=C4)C5=CC=CC=C5)Cl (NiCl2(dppp)). Reactants: N#N (N2), ClC1=NC=C(C(=N1)Cl)OC (2,4-Dichloro-5-methoxypyrimidine), C[Mg]Cl (MeMgCl), C[Mg]Cl (Methyl magnesium chloride), C1CCOC1 (THF). Procedure details: A three-neck round bottom flask, fitted with a mechanical stirrer, an additional funnel, a temperature probe and N2 inlet was charged sequentially with 2-MeTHF (330 mL, 10.5 vol, water content: <300 ppm), 2,4-dichloro-5-methoxy-pyrimidine (16, 30.0 g, 0.164 mol) (FWD Chem, Shanghai, China, or Amfinecom, Inc., St. Petersburg, Va.), and NiCl2(dppp) (1.4 g, 2.6 mmol, 1.6 mol %). The resulting mixture was degassed by evacuation with a reduced pressure followed by purging with nitrogen gas (3 times a... Conditions: temperature 15 celsius, time 15 minute. Product: [Cl-].COC=1C=NC(=[NH+]C1C)C (5-methoxy-2,6-dimethylpyrimidin-1-ium chloride). The solvent is CC1CCCO1 (2-MeTHF). Reaction SMILES: N#N.[Cl:3][C:4]1[N:9]=C(Cl)C(OC)=[CH:6][N:5]=1.[CH3:13][Mg]Cl.[CH2:16]1[CH2:20][O:19][CH2:18][CH2:17]1>Cl[Ni]1(Cl)[P](C2C=CC=CC=2)(C2C=CC=CC=2)CCC[P]1(C1C=CC=CC=1)C1C=CC=CC=1.CC1OCCC1>[Cl-:3].[CH3:20][O:19][C:18]1[CH:6]=[N:5][C:4]([CH3:13])=[NH+:9][C:17]=1[CH3:16] |f:6.7,^1:23,39|. Starting materials: OC=1C=NC2=CC(=C(C=C2C1)OC)OC (3-hydroxy-6,7-dimethoxyquinoline), C(C1=CC=CC=C1)Br (benzyl bromide), [H-].[Na+] (NaH), [H-].[Na+] (NaH), CN1C(N(CCC1)C)=O (1,3-dimethyl-3,4,5,6-tetrahydro-2(1H)pyrimidinone). Solvent: C1CCOC1 (THF). Run at time 1 hour. Yields the product C(C1=CC=CC=C1)OC=1C=NC2=CC(=C(C=C2C1)OC)OC (3-benzyloxy-6,7-dimethoxyquinoline). As a reaction SMILES: [OH:1][C:2]1[CH:3]=[N:4][C:5]2[C:10]([CH:11]=1)=[CH:9][C:8]([O:12][CH3:13])=[C:7]([O:14][CH3:15])[CH:6]=2.[CH2:16](Br)[C:17]1[CH:22]=[CH:21][CH:20]=[CH:19][CH:18]=1.[H-].[Na+].CN1CCCN(C)C1=O>C1COCC1>[CH2:16]([O:1][C:2]1[CH:3]=[N:4][C:5]2[C:10]([CH:11]=1)=[CH:9][C:8]([O:12][CH3:13])=[C:7]([O:14][CH3:15])[CH:6]=2)[C:17]1[CH:22]=[CH:21][CH:20]=[CH:19][CH:18]=1 |f:2.3|. Procedure: To 3-hydroxy-6,7-dimethoxyquinoline (150 mg; 0.73 mmol) in 3 mL THF is added benzyl bromide (0.13 mL;188 mg; 1.10 mmol) and NaH (59 mg; 1.46 mmol). This is stirred at room temperature for 1 hour and 25 mg of NaH added followed by 1,3-dimethyl-3,4,5,6-tetrahydro-2(1H)pyrimidinone (DMPU)(255 mg; 2.07 mmol) and stirred at room temperature for 31/2 hours. The reaction mixture is partitioned between EtOAc and distilled H2O and extracted 2× with EtOAc. The latter is washed with brine, dded (MgSO4), fi... Reactants: CC=1NC2=C(N1)C=CC=C2 (2-methylbenzimidazole), ClC1=NC(=C2N=C(N(C2=N1)C)CN1CCN(CC1)C(CO)(CO)C)N1CCOCC1 (2-(4-((2-chloro-9-methyl-6-morpholino-9H-purin-8-yl)methyl)piperazin-1-yl)-2-methylpropane-1,3-diol). Yields the product CC(CO)(CO)N1CCN(CC1)CC=1N(C2=NC(=NC(=C2N1)N1CCOCC1)N1C(=NC2=C1C=CC=C2)C)C (2-methyl-2-(4-((9-methyl-2-(2-methyl-1H-benzo[d]imidazol-1-yl)-6-morpholino-9H-purin-8-yl)methyl)piperazin-1-yl)propane-1,3-diol). RXN SMILES: [CH3:1][C:2]1[NH:3][C:4]2[CH:10]=[CH:9][CH:8]=[CH:7][C:5]=2[N:6]=1.Cl[C:12]1[N:20]=[C:19]2[C:15]([N:16]=[C:17]([CH2:22][N:23]3[CH2:28][CH2:27][N:26]([C:29]([CH3:34])([CH2:32][OH:33])[CH2:30][OH:31])[CH2:25][CH2:24]3)[N:18]2[CH3:21])=[C:14]([N:35]2[CH2:40][CH2:39][O:38][CH2:37][CH2:36]2)[N:13]=1>>[CH3:34][C:29]([N:26]1[CH2:25][CH2:24][N:23]([CH2:22][C:17]2[N:18]([CH3:21])[C:19]3[C:15]([N:16]=2)=[C:14]([N:35]2[CH2:36][CH2:37][O:38][CH2:39][CH2:40]2)[N:13]=[C:12]([N:3]2[C:4]4[CH:10]=[CH:9][CH:8]=[CH:7][C:5]=4[N:6]=[C:2]2[CH3:1])[N:20]=3)[CH2:28][CH2:27]1)([CH2:32][OH:33])[CH2:30][OH:31]. Procedure: Following General Procedure I for Buchwald coupling, 2-methylbenzimidazole and 2-(4-((2-chloro-9-methyl-6-morpholino-9H-purin-8-yl)methyl)piperazin-1-yl)-2-methylpropane-1,3-diol were reacted to give 356. LCMS m/z: 536.3 (MH+) Reactants: FC(C1=CC=C(C=CCO)C=C1)(F)F (4-(Trifluoromethyl)cinnamyl alcohol), C1(C=2C(C(N1)=O)=CC=CC2)=O (phthalimide), C1(=CC=CC=C1)P(C1=CC=CC=C1)C1=CC=CC=C1 (triphenylphosphine), N(=NC(=O)OCC)C(=O)OCC (diethyl azodicarboxylate). The solvent is C1CCOC1 (THF), C1CCOC1 (THF). Reaction conditions: time 3 hour. Yields the product FC(C1=CC=C(C=C1)C=CCC12C(C(=O)NC1=O)C=CC=C2)(F)F (2-[3-(4-trifluoromethylphenyl)-2-propenyl]phthalimide). The yield is 92.4%. RXN SMILES: [F:1][C:2]([F:14])([F:13])[C:3]1[CH:12]=[CH:11][C:6]([CH:7]=[CH:8][CH2:9]O)=[CH:5][CH:4]=1.[C:15]1(=[O:25])[NH:19][C:18](=[O:20])[C:17]2=[CH:21][CH:22]=[CH:23][CH:24]=[C:16]12.C1(P(C2C=CC=CC=2)C2C=CC=CC=2)C=CC=CC=1.N(C(OCC)=O)=NC(OCC)=O>C1COCC1>[F:1][C:2]([F:14])([F:13])[C:3]1[CH:12]=[CH:11][C:6]([CH:7]=[CH:8][CH2:9][C:17]23[CH:21]=[CH:22][CH:23]=[CH:24][CH:16]2[C:15]([NH:19][C:18]3=[O:20])=[O:25])=[CH:5][CH:4]=1. Procedure details: 4-(Trifluoromethyl)cinnamyl alcohol (3 g, 14.84 mmol) was dissolved in THF (60 ml), and phthalimide (2.84 g, 19.29 mmol) and triphenylphosphine (5.84 g, 22.26 mmol) were added to the solution, to which a solution of diethyl azodicarboxylate (3.87 g, 22.26 mmol) in THF (20 ml) was gradually added dropwise. The mixture was stirred at room temperature for 3 hours. The reaction mixture was concentrated under reduced pressure, and the residue was purified by silica gel column chromatography (n-hexane...